This data is from the Open Reaction Database (ORD), a public repository of structured organic reaction records. The task is: describe an organic reaction: reactants, conditions, products, and yield Starting materials: Cc1ccccc1, [K+], CC(Cl)=Cc1cc(C)nc(Nc2ccccc2)n1, [OH-], O. As a reaction SMILES: [CH3:21][c:22]1[cH:23][cH:24][cH:25][cH:26][cH:27]1.[K+:20].[NH:1]([c:2]1[cH:3][cH:4][cH:5][cH:6][cH:7]1)[c:8]1[n:9][c:10]([CH:15]=[C:16]([CH3:17])[Cl:18])[cH:11][c:12]([CH3:14])[n:13]1.[OH-:19].[OH2:28]>>[NH:1]([c:2]1[cH:3][cH:4][cH:5][cH:6][cH:7]1)[c:8]1[n:9][c:10]([C:15]#[C:16][CH3:17])[cH:11][c:12]([CH3:14])[n:13]1. Yields the product CC#Cc1cc(C)nc(Nc2ccccc2)n1.